From a dataset of the Open Reaction Database (ORD), a public repository of structured organic reaction records. describe an organic reaction: reactants, conditions, products, and yield Starting materials: N=1C=CN2C1C=CC=C2CCCCCN2C(SCC2=O)=O (3-[5-(imidazo[1,2-a]pyridin-5-yl)pentyl]thiazolidine-2,4-dione), C(CCC)=O (n-butyraldehyde), N1CCCCC1 (piperidine). Run in C(C)O (ethanol). Yields the product C(CCC)=C1C(N(C(S1)=O)CCCCCC1=CC=CC=2N1C=CN2)=O (5-butylidene-3-[5-(imidazo[1,2-a]pyridin-5-yl)pentyl]thiazolidine-2,4-dione). Reaction SMILES: [N:1]1[CH:2]=[CH:3][N:4]2[C:9]([CH2:10][CH2:11][CH2:12][CH2:13][CH2:14][N:15]3[C:19](=[O:20])[CH2:18][S:17][C:16]3=[O:21])=[CH:8][CH:7]=[CH:6][C:5]=12.[CH:22](=O)[CH2:23][CH2:24][CH3:25].N1CCCCC1>C(O)C>[CH:22](=[C:18]1[S:17][C:16](=[O:21])[N:15]([CH2:14][CH2:13][CH2:12][CH2:11][CH2:10][C:9]2[N:4]3[CH:3]=[CH:2][N:1]=[C:5]3[CH:6]=[CH:7][CH:8]=2)[C:19]1=[O:20])[CH2:23][CH2:24][CH3:25]. Procedure: To a solution of 1.56 g (5.14 mmol) of 3-[5-(imidazo[1,2-a]pyridin-5-yl)pentyl]thiazolidine-2,4-dione and 0.46 ml (5.14 mmol) of n-butyraldehyde in 50 ml of ethanol, 0.05 ml (0.5 mmol) of piperidine was added, followed by refluxing for 2 hours. After the reaction mixture was cooled, the solvent was distilled off. The residue was dissolved in chloroform, washed with saturated aqueous sodium hydrogen carbonate and dried, after which the solvent was distilled off. The residue was purified by column... Reactants: NC1=CC=C(C(=O)O)C=C1 (4-amino-benzoic acid), NC1=C(C=CC=C1O)C (2-amino-m-cresol). Run at temperature 160 celsius. The product is CC1=CC=CC2=C1N=C(O2)C2=CC=C(C=C2)N (4-(4-methyl-benzooxazol-2-yl)-phenylamine). As a reaction SMILES: [NH2:1][C:2]1[CH:10]=[CH:9][C:5]([C:6]([OH:8])=O)=[CH:4][CH:3]=1.[NH2:11][C:12]1[C:17](O)=[CH:16][CH:15]=[CH:14][C:13]=1[CH3:19]>>[CH3:19][C:13]1[C:12]2[N:11]=[C:6]([C:5]3[CH:4]=[CH:3][C:2]([NH2:1])=[CH:10][CH:9]=3)[O:8][C:17]=2[CH:16]=[CH:15][CH:14]=1. Procedure details: To a suspension of 4-amino-benzoic acid (2.0 g, 14.5 mmol) in PPA (˜85 g) was added 2-amino-m-cresol (1.8 g, 15.3 mmol). The reaction was heated to 160° C. for 14 h, then carefully quenched in aqueous sodium carbonate (˜50% saturated) at room temperature. Ethyl acetate was added, and the organic layer was washed with water and brine, and dried over sodium sulfate. The crude product was obtained was subsequently purified by flash column chromatography on silica gel eluting with ethyl acetate in h... Starting materials: C(C1=CC=CC=C1)N (benzylamine), C(C)[C@]1(CCCN2CCC3=C([C@H]12)NC1=CC=CC=C13)CC(=O)O ((-)-(1S,12bS)-1-ethyl-1,2,3,4,6,7,12,12b-octahydro-indol[2,3-a]quinolizin-1-yl-acetic acid), CN1CCOCC1 (N-methylmorpholine), ClC(=O)OCC (ethyl chloroformate). The solvent is C1=CC=CC=C1 (benzene), O1CCCC1 (tetrahydrofuran), O1CCCC1 (tetrahydrofuran). Conditions: temperature -5 celsius. Product: C(C1=CC=CC=C1)NC(C[C@@]1(CCCN2CCC3=C([C@H]12)NC1=CC=CC=C13)CC)=O ((-)-(1S,12bS)-1-ethyl-1,2,3,4,6,7,12,12b-octahydro-indolo[2,3-a]quinolizin-1-yl-acetic acid benzylamide). Yield: 44.0%. RXN SMILES: [CH2:1]([C@:3]1([CH2:20][C:21](O)=[O:22])[C@@H:12]2[N:7]([CH2:8][CH2:9][C:10]3[C:19]4[C:14](=[CH:15][CH:16]=[CH:17][CH:18]=4)[NH:13][C:11]=32)[CH2:6][CH2:5][CH2:4]1)[CH3:2].CN1CCOCC1.ClC(OCC)=O.[CH2:37]([NH2:44])[C:38]1[CH:43]=[CH:42][CH:41]=[CH:40][CH:39]=1>O1CCCC1.C1C=CC=CC=1>[CH2:37]([NH:44][C:21](=[O:22])[CH2:20][C@@:3]1([CH2:1][CH3:2])[C@@H:12]2[N:7]([CH2:8][CH2:9][C:10]3[C:19]4[C:14](=[CH:15][CH:16]=[CH:17][CH:18]=4)[NH:13][C:11]=32)[CH2:6][CH2:5][CH2:4]1)[C:38]1[CH:43]=[CH:42][CH:41]=[CH:40][CH:39]=1. Procedure details: 3.12 g. (0.01 mole) of (-)-(1S,12bS)-1-ethyl-1,2,3,4,6,7,12,12b-octahydro-indol[2,3-a]quinolizin-1-yl-acetic acid are added to a solution containing 2.04 g. (0.02 moles) of N-methylmorpholine (redistilled from sodium) in 20 ml. of dry tetrahydrofuran while stirring under nitrogen, then the solution is cooled to -5° C. and 1.10 g. (0.01 mole) of ethyl chloroformate are rapidly dropped in while stirring vigorously and keeping the inner temperature at or lower than 0° C. The mixture is stirred at 0... Reactants: FC(C(=O)O)(F)F (trifluoroacetic acid), [Cl-].[NH4+] (ammonium chloride), [N-]=[N+]=[N-].[Na+] (sodium azide), C(C)(C)(C)OC(=O)N1C(CN(CC1)S(=O)(=O)C1=CC2=CC=C(C=C2C=C1)Cl)CCC#N (1-(tert-butoxycarbonyl)-4-[(6-chloronaphthalen-2-yl) sulfonyl]-2-(2-cyanoethyl)piperazine). Run in CN(C=O)C (N,N-dimethylformamide), C(Cl)Cl (methylene chloride). Reaction conditions: temperature 100 celsius. Product: ClC=1C=C2C=CC(=CC2=CC1)S(=O)(=O)N1CC(NCC1)CCC1=NN=NN1 (5-[2-[1-[(6-Chloronaphthalen-2-yl)sulfonyl]piperazin-3-yl]ethyl]tetrazole). As a reaction SMILES: C(OC([N:8]1[CH2:13][CH2:12][N:11]([S:14]([C:17]2[CH:26]=[CH:25][C:24]3[C:19](=[CH:20][CH:21]=[C:22]([Cl:27])[CH:23]=3)[CH:18]=2)(=[O:16])=[O:15])[CH2:10][CH:9]1[CH2:28][CH2:29][C:30]#[N:31])=O)(C)(C)C.[Cl-].[NH4+].[N-:34]=[N+:35]=[N-:36].[Na+].FC(F)(F)C(O)=O>CN(C)C=O.C(Cl)Cl>[Cl:27][C:22]1[CH:23]=[C:24]2[C:19](=[CH:20][CH:21]=1)[CH:18]=[C:17]([S:14]([N:11]1[CH2:12][CH2:13][NH:8][CH:9]([CH2:28][CH2:29][C:30]3[NH:36][N:35]=[N:34][N:31]=3)[CH2:10]1)(=[O:15])=[O:16])[CH:26]=[CH:25]2 |f:1.2,3.4|. Procedure details: In N,N-dimethylformamide (1.5 ml) was dissolved 1-(tert-butoxycarbonyl)-4-[(6-chloronaphthalen-2-yl) sulfonyl]-2-(2-cyanoethyl)piperazine (529 mg), followed by the addition of ammonium chloride (588 mg) and sodium azide (741 mg). The resulting mixture was stirred under heating at 100° C. The reaction mixture was concentrated under reduced pressure. Ethyl acetate was added to the residue and the resulting mixture was washed with water and saturated aqueous NaCl solution, each once. The organic la... As a reaction SMILES: [Br:16][N:17]1[C:18](=[O:19])[CH2:20][CH2:21][C:22]1=[O:23].[CH3:1][O:2][c:3]1[c:4]([CH:10]([CH2:11][CH2:12][CH:13]=[CH2:14])[OH:15])[cH:5][c:6]([F:9])[cH:7][cH:8]1.[Cl:24][CH2:25][Cl:26]>>[CH3:1][O:2][c:3]1[c:4]([CH:10]2[CH2:11][CH2:12][CH:13]([CH2:14][Br:16])[O:15]2)[cH:5][c:6]([F:9])[cH:7][cH:8]1. Yields the product COc1ccc(F)cc1C1CCC(CBr)O1. Reactants: O=C1CCC(=O)N1Br, C=CCCC(O)c1cc(F)ccc1OC, ClCCl. Reactants: [OH-].[K+] (potassium hydroxide), C(C(=O)Cl)(=O)Cl (oxalyl chloride), N1=CC(=C2N1C=CC=C2)C(=O)O (Pyrazolo[1,5-a]pyridine-3-carboxylic acid), C1(=CC=CC=C1)C (toluene). The reagents and catalysts are N1=CC=CC=C1 (pyridine). Run in CO (methanol), CO (methanol). Reaction conditions: time 8 hour. Product: N1=CC(=C2N1C=CC=C2)C(=O)Cl (pyrazolo[1,5-a]pyridine-3-carbonyl chloride). RXN SMILES: [N:1]1[N:5]2[CH:6]=[CH:7][CH:8]=[CH:9][C:4]2=[C:3]([C:10]([OH:12])=O)[CH:2]=1.[OH-].[K+].C1(C)C=CC=CC=1.C(Cl)(=O)C([Cl:25])=O>CO.N1C=CC=CC=1>[N:1]1[N:5]2[CH:6]=[CH:7][CH:8]=[CH:9][C:4]2=[C:3]([C:10]([Cl:25])=[O:12])[CH:2]=1 |f:1.2|. Procedure details: Pyrazolo[1,5-a]pyridine-3-carboxylic acid (9.72 g) was dissolved in hot anhydrous methanol (225 ml) and treated with a solution of potassium hydroxide (3.73 g) in dry methanol (45 ml) with stirring. The resulting orange solution was evaporated to dryness under reduced pressure, to give a colourless solid. This solid was treated with dry toluene (300 ml) and the mixture was stirred and treated with oxalyl chloride (10.2 ml), with stirring, at room temperature. After further stirring for a period ... Reactants: ClC=1C=CC(=C(C(=O)NC2CCN(CC2)C)C1)F (5-chloro-2-fluoro-N-(1-methyl-4-piperidinyl)-benzamide), [H-].[Na+] (sodium hydride), FC1=C(C=CC=C1)[N+](=O)[O-] (2-fluoro-nitrobenzene). The solvent is CN(C=O)C (dimethylformamide). Reaction conditions: time 40 minute. The product is ClC=1C=CC(=C(C(=O)N(C2=C(C=CC=C2)[N+](=O)[O-])C2CCN(CC2)C)C1)F (5-chloro-2-fluoro-N-(1-methyl-4-piperidinyl)-N-(2-nitrophenyl)-benzamide). As a reaction SMILES: [Cl:1][C:2]1[CH:3]=[CH:4][C:5]([F:18])=[C:6]([CH:17]=1)[C:7]([NH:9][CH:10]1[CH2:15][CH2:14][N:13]([CH3:16])[CH2:12][CH2:11]1)=[O:8].[H-].[Na+].F[C:22]1[CH:27]=[CH:26][CH:25]=[CH:24][C:23]=1[N+:28]([O-:30])=[O:29]>CN(C)C=O>[Cl:1][C:2]1[CH:3]=[CH:4][C:5]([F:18])=[C:6]([CH:17]=1)[C:7]([N:9]([CH:10]1[CH2:15][CH2:14][N:13]([CH3:16])[CH2:12][CH2:11]1)[C:22]1[CH:27]=[CH:26][CH:25]=[CH:24][C:23]=1[N+:28]([O-:30])=[O:29])=[O:8] |f:1.2|. Reported procedure: A mixture of 31.3 g 5-chloro-2-fluoro-N-(1-methyl-4-piperidinyl)-benzamide, 5.6 g of 55% sodium hydride/oil dispersion and 250 ml dimethylformamide are stirred at 45° for 40 minutes. Thereafter 29.7 g 2-fluoro-nitrobenzene are added and stirring is continued at 50° for 80 hours. The solvent is evaporated in vacuo and the residue partitioned between 2 N hydrochloric acid and toluene. The acid phase is made alkaline with 2 N sodium hydroxide and extracted with methylene chloride. The organic phase...